describe an organic reaction: reactants, conditions, products, and yield From a dataset of the Open Reaction Database (ORD), a public repository of structured organic reaction records. Starting materials: ClC(Cl)Cl, ClCCl, Cc1cc(Cl)cc(C=O)c1, Cl, CN(C)C=O. Product: Cc1cc(Cl)cc(C(O)C(Cl)(Cl)Cl)c1. Reaction SMILES: [CH:11]([Cl:12])([Cl:13])[Cl:14].[Cl:16][CH2:17][Cl:18].[Cl:1][c:2]1[cH:3][c:4]([CH:5]=[O:6])[cH:7][c:8]([CH3:10])[cH:9]1.[ClH:15].[O:19]=[CH:20][N:21]([CH3:22])[CH3:23]>>[Cl:1][c:2]1[cH:3][c:4]([CH:5]([OH:6])[C:11]([Cl:12])([Cl:13])[Cl:14])[cH:7][c:8]([CH3:10])[cH:9]1. Reactants: BrCCC1=CC2=CC=CC=C2C=C1 (2-(2-bromoethyl)naphthalene), Cl.FC(C=1C=C(C=CC1)C=1CCNCC1)(F)F (4-(3-trifluoromethylphenyl)-1,2,3,6-tetrahydropyridine hydrochloride), C([O-])([O-])=O.[K+].[K+] (potassium carbonate). Solvent: CC(=O)C (acetone). Product: Cl.C1=C(C=CC2=CC=CC=C12)CCN1CCC(=CC1)C1=CC(=CC=C1)C(F)(F)F (1-[2-(2-naphthyl)ethyl]-4-(3-trifluoromethylphenyl)-1,2,3,6-tetrahydropyridine hydrochloride). Yield: 70.0%. As a reaction SMILES: Br[CH2:2][CH2:3][C:4]1[CH:13]=[CH:12][C:11]2[C:6](=[CH:7][CH:8]=[CH:9][CH:10]=2)[CH:5]=1.[ClH:14].[F:15][C:16]([F:30])([F:29])[C:17]1[CH:18]=[C:19]([C:23]2[CH2:24][CH2:25][NH:26][CH2:27][CH:28]=2)[CH:20]=[CH:21][CH:22]=1.C(=O)([O-])[O-].[K+].[K+]>CC(C)=O>[ClH:14].[CH:5]1[C:6]2[C:11](=[CH:10][CH:9]=[CH:8][CH:7]=2)[CH:12]=[CH:13][C:4]=1[CH2:3][CH2:2][N:26]1[CH2:25][CH:24]=[C:23]([C:19]2[CH:20]=[CH:21][CH:22]=[C:17]([C:16]([F:15])([F:29])[F:30])[CH:18]=2)[CH2:28][CH2:27]1 |f:1.2,3.4.5,7.8|. Reported procedure: A mixture of 6.25 g of 2-(2-bromoethyl)naphthalene, 7 g of 4-(3-trifluoromethylphenyl)-1,2,3,6-tetrahydropyridine hydrochloride, 3.75 g of potassium carbonate and 100 ml of acetone is refluxed for 4 hours and the reaction mixture is then allowed to cool to room temperature. The salts formed are filtered off and discarded. The solvent is evaporated off and the residue is taken up with a solution of hydrochloric acid in ethanol to give 1-[2-(2-naphthyl)ethyl]-4-(3-trifluoromethylphenyl)-1,2,3,6-te... Starting materials: Cc1cc(N2CCC(CN3CCCC3C)C2)ccc1[N+](=O)[O-], CO, ClCCl. Product: Cc1cc(N2CCC(CN3CCCC3C)C2)ccc1N. Reaction SMILES: [CH3:1][CH:2]1[N:3]([CH2:7][CH:8]2[CH2:9][N:10]([c:13]3[cH:14][c:15]([CH3:22])[c:16]([N+:19]([O-:20])=[O:21])[cH:17][cH:18]3)[CH2:11][CH2:12]2)[CH2:4][CH2:5][CH2:6]1.[CH3:23][OH:24].[Cl:25][CH2:26][Cl:27]>>[CH3:1][CH:2]1[N:3]([CH2:7][CH:8]2[CH2:9][N:10]([c:13]3[cH:14][c:15]([CH3:22])[c:16]([NH2:19])[cH:17][cH:18]3)[CH2:11][CH2:12]2)[CH2:4][CH2:5][CH2:6]1. Starting materials: [Na] (sodium), COC=C(C=O)CCCCC=C (3-methoxy-2-(5-hexenyl)acrolein), Cl.C(N)(=N)C1=CC=C(C(=O)N)C=C1 (4-amidinobenzamide hydrochloride), Cl (hydrochloric acid). Run in CO (methanol). Run at temperature 50 celsius, time 8 hour. Product: C(CCCC=C)C=1C=NC(=NC1)C1=CC=C(C(=O)N)C=C1 (p-[5-(5-hexenyl)-2-pyrimidinyl]benzamide). As a reaction SMILES: [Na].CO[CH:4]=[C:5]([CH2:8][CH2:9][CH2:10][CH2:11][CH:12]=[CH2:13])[CH:6]=O.Cl.[C:15]([C:18]1[CH:26]=[CH:25][C:21]([C:22]([NH2:24])=[O:23])=[CH:20][CH:19]=1)(=[NH:17])[NH2:16].Cl>CO>[CH2:8]([C:5]1[CH:4]=[N:16][C:15]([C:18]2[CH:26]=[CH:25][C:21]([C:22]([NH2:24])=[O:23])=[CH:20][CH:19]=2)=[N:17][CH:6]=1)[CH2:9][CH2:10][CH2:11][CH:12]=[CH2:13] |f:2.3,^1:0|. Reported procedure: A solution of 480 mg of sodium in 17.5 ml of methanol is treated with 1.18 g of 3-methoxy-2-(5-hexenyl)acrolein and 1.62 g of 4-amidinobenzamide hydrochloride and the mixture is stirred at 50° C. overnight under nitrogen. After cooling the suspension is treated with 5.5 ml of 3N hydrochloric acid, filtered and the residue is washed with water and dried. The crude p-[5-(5-hexenyl)-2-pyrimidinyl]benzamide obtained is further processed without additional purification. The reactants are [Br-], O=C([O-])[O-], CN(C(=O)Cc1ccccc1Br)c1ccccc1, [Cu], [K+], [K+], Nc1c(Cl)cccc1Cl, Cc1ccccc1C. Yields the product CN(C(=O)Cc1ccccc1Nc1c(Cl)cccc1Cl)c1ccccc1. RXN SMILES: [Br-:34].[C:28](=[O:29])([O-:30])[O-:31].[CH3:1][N:2]([C:3]([CH2:4][c:5]1[c:6]([Br:11])[cH:7][cH:8][cH:9][cH:10]1)=[O:12])[c:13]1[cH:14][cH:15][cH:16][cH:17][cH:18]1.[Cu:43].[K+:32].[K+:33].[NH2:19][c:20]1[c:21]([Cl:22])[cH:23][cH:24][cH:25][c:26]1[Cl:27].[c:35]1([CH3:36])[c:37]([CH3:38])[cH:39][cH:40][cH:41][cH:42]1>>[CH3:1][N:2]([C:3]([CH2:4][c:5]1[c:6]([NH:19][c:20]2[c:21]([Cl:22])[cH:23][cH:24][cH:25][c:26]2[Cl:27])[cH:7][cH:8][cH:9][cH:10]1)=[O:12])[c:13]1[cH:14][cH:15][cH:16][cH:17][cH:18]1.